This data is from the Open Reaction Database (ORD), a public repository of structured organic reaction records. The task is: describe an organic reaction: reactants, conditions, products, and yield Starting materials: Cl.ClCC1=CC=NC=C1 (4-(chloromethyl)pyridine hydrochloride), C([O-])([O-])=O.[Na+].[Na+] (sodium carbonate), [I-].[Na+] (sodium iodide), N1CCC(CC1)C(=O)NC1=C(OC2=C1C=CC=C2)C(=O)NC2=NC=C(C=C2)Cl (3-((Piperidin-4-yl)carbonylamino)-N-(5-chloropyridin-2-yl)benzofuran-2-carboxamide), C(O)([O-])=O.[Na+] (sodium hydrogen carbonate). The solvent is CN(C(C)=O)C (N,N-dimethylacetamide). Run at time 12 hour. Product: N1=CC=C(C=C1)CN1CCC(CC1)C(=O)NC1=C(OC2=C1C=CC=C2)C(=O)NC2=NC=C(C=C2)Cl (3-[[1-((Pyridin-4-yl)methyl)piperidin-4-yl]-carbonylamino]-N-(5-chloropyridin-2-yl)benzofuran-2-carboxamide). The yield is 88.7%. Reaction SMILES: [NH:1]1[CH2:6][CH2:5][CH:4]([C:7]([NH:9][C:10]2[C:14]3[CH:15]=[CH:16][CH:17]=[CH:18][C:13]=3[O:12][C:11]=2[C:19]([NH:21][C:22]2[CH:27]=[CH:26][C:25]([Cl:28])=[CH:24][N:23]=2)=[O:20])=[O:8])[CH2:3][CH2:2]1.Cl.Cl[CH2:31][C:32]1[CH:37]=[CH:36][N:35]=[CH:34][CH:33]=1.C(=O)([O-])[O-].[Na+].[Na+].[I-].[Na+].C(=O)([O-])O.[Na+]>CN(C)C(=O)C>[N:35]1[CH:36]=[CH:37][C:32]([CH2:31][N:1]2[CH2:6][CH2:5][CH:4]([C:7]([NH:9][C:10]3[C:14]4[CH:15]=[CH:16][CH:17]=[CH:18][C:13]=4[O:12][C:11]=3[C:19]([NH:21][C:22]3[CH:27]=[CH:26][C:25]([Cl:28])=[CH:24][N:23]=3)=[O:20])=[O:8])[CH2:3][CH2:2]2)=[CH:33][CH:34]=1 |f:1.2,3.4.5,6.7,8.9|. Procedure details: 3-((Piperidin-4-yl)carbonylamino)-N-(5-chloropyridin-2-yl)benzofuran-2-carboxamide (100 mg) obtained in Example 228 is suspended in N,N-dimethylacetamide (3 ml), and thereto are added 4-(chloromethyl)pyridine hydrochloride (45 mg), sodium carbonate (80 mg) and sodium iodide (41 mg), and the mixture is stirred at room temperature for 12 hours. To the reaction solution is poured a saturated aqueous sodium hydrogen carbonate solution, and the mixture is extracted with ethyl acetate. The organic lay...